From a dataset of the Open Reaction Database (ORD), a public repository of structured organic reaction records. describe an organic reaction: reactants, conditions, products, and yield The reactants are ClC1=C(C=CC(=C1)Cl)C1=C(C=C(C(N1)=O)C#N)C1=CC=C(C=C1)Cl (6-(2,4-Dichlorophenyl)-5-(4-chlorophenyl)-2-oxo-1,2-dihydropyridine-3-carbonitrile), C[Mg+].[Br-] (MeMgBr), C1CCOC1 (THF), CC(=C[Mg]Br)C (2-methylprop-1-enylmagnesium bromide). Conditions: temperature 50 celsius, time 3 minute. Yields the product ClC1=CC=C(C=C1)C=1C=C2C(=NC1C1=C(C=C(C=C1)Cl)Cl)OC(CC2=O)(C)C (6-(4-Chlorophenyl)-7-(2,4-dichlorophenyl)-2,2-dimethyl-2,3-dihydro-4H-pyrano[2,3-b]pyridin-4-one). As a reaction SMILES: [Cl:1][C:2]1[CH:7]=[C:6]([Cl:8])[CH:5]=[CH:4][C:3]=1[C:9]1[NH:14][C:13](=[O:15])[C:12]([C:16]#N)=[CH:11][C:10]=1[C:18]1[CH:23]=[CH:22][C:21]([Cl:24])=[CH:20][CH:19]=1.C[Mg+].[Br-].[CH3:28][C:29]([CH3:33])=[CH:30][Mg]Br.C1C[O:37]CC1>>[Cl:24][C:21]1[CH:20]=[CH:19][C:18]([C:10]2[CH:11]=[C:12]3[C:16](=[O:37])[CH2:28][C:29]([CH3:33])([CH3:30])[O:15][C:13]3=[N:14][C:9]=2[C:3]2[CH:4]=[CH:5][C:6]([Cl:8])=[CH:7][C:2]=2[Cl:1])=[CH:23][CH:22]=1 |f:1.2|. Procedure: To the product of Step B (13.15 g, 35 mmol) in THF (160 mL) was added MeMgBr (1.4 M in toluene/THF, 26.25 mL, 36.75 mmol). After stirring 3 min, 2-methylprop-1-enylmagnesium bromide (0.5 M in THF, 100 mL, 50 mmol) was added and the temperature was increased to 50° C. After 20 min the reaction was cooled, quenched with 2 M HCl and diluted with EtOAc. The reaction was stirred for 3 days before work up. The solution was washed twice with brine, followed by twice with saturated aq NaHCO3. The concen... Starting materials: B, C1CCOC1, CO, CC(C)(N)CC(=O)N1CCOCC1. Yields the product CC(C)(N)CCN1CCOCC1. Reaction SMILES: [BH3:14].[CH2:17]1[O:18][CH2:19][CH2:20][CH2:21]1.[CH3:15][OH:16].[NH2:1][C:2]([CH2:3][C:4](=[O:5])[N:6]1[CH2:7][CH2:8][O:9][CH2:10][CH2:11]1)([CH3:12])[CH3:13]>>[NH2:1][C:2]([CH2:3][CH2:4][N:6]1[CH2:7][CH2:8][O:9][CH2:10][CH2:11]1)([CH3:12])[CH3:13]. Starting materials: ClC1=CC(=C(C=C1)N)C#CC1=C(C=CC=C1)Cl (4-chloro-2-(2-chloro-phenylethynyl)-phenylamine), COC(CC(CC(F)(F)F)=O)=O (5,5,5-trifluoro-3-oxo-pentanoic acid methyl ester), CC=1C=CC(=CC1)S(=O)(=O)O.O (p-TsOH.H2O). The product is C(C)OC(=O)C=1C(=NC2=CC=C(C=C2C1CC1=C(C=CC=C1)Cl)Cl)CC(F)(F)F (6-Chloro-4-(2-chloro-benzyl)-2-(2,2,2-trifluoro-ethyl)-quinoline-3-carboxylic acid ethyl ester), solid. Yield: 18.0%. RXN SMILES: [Cl:1][C:2]1[CH:7]=[CH:6][C:5]([NH2:8])=[C:4]([C:9]#[C:10][C:11]2[CH:16]=[CH:15][CH:14]=[CH:13][C:12]=2[Cl:17])[CH:3]=1.[CH3:18][O:19][C:20](=[O:29])[CH2:21][C:22](=O)[CH2:23][C:24]([F:27])([F:26])[F:25].[CH3:30]C1C=CC(S(O)(=O)=O)=CC=1.O>>[CH2:18]([O:19][C:20]([C:21]1[C:22]([CH2:23][C:24]([F:27])([F:26])[F:25])=[N:8][C:5]2[C:4]([C:9]=1[CH2:10][C:11]1[CH:16]=[CH:15][CH:14]=[CH:13][C:12]=1[Cl:17])=[CH:3][C:2]([Cl:1])=[CH:7][CH:6]=2)=[O:29])[CH3:30] |f:2.3|. Reported procedure: The title compound was prepared in analogy to example 10 step B from 4-chloro-2-(2-chloro-phenylethynyl)-phenylamine (prepared as described in example 10 step A, 300 mg, 1.14 mmol), 5,5,5-trifluoro-3-oxo-pentanoic acid methyl ester (prepared as described in example 34 step A, 421.4 mg, 2.29 mmol) and p-TsOH.H2O (326.54 mg, 1.72 mmol). Yellow solid (90 mg, 18% yield). LC-MS: 442 (M+H)+.